This data is from the Open Reaction Database (ORD), a public repository of structured organic reaction records. The task is: describe an organic reaction: reactants, conditions, products, and yield Reactants: OC=1C=C(C=C(C(=O)OC)C1)C(=O)OC (dimethyl 5-hydroxy-isophthalate), C([O-])([O-])=O.[K+].[K+] (potassium carbonate), FC(C(C(OC(C(F)(F)F)(C(OC(=C(F)F)F)(F)F)F)(F)F)(F)F)(F)F (1,1,1,2,2,3,3-heptafluoro-3-(1,1,1,2,3,3-hexafluoro-3-(1,2,2-trifluorovinyloxy)propan-2-yloxy)propane). The solvent is C1CCOC1 (THF), C1CCOC1 (THF). Yields the product FC(C(OC(C(C(F)(F)F)(OC(C(C(F)(F)F)(F)F)(F)F)F)(F)F)F)(OC=1C=C(C=C(C(=O)OC)C1)C(=O)OC)F (dimethyl 5-(1,1,2-trifluoro-2-(1,1,2,3,3,3-hexafluoro-2-(perfluoropropoxy)propoxy)ethoxy)isophthalate). As a reaction SMILES: [OH:1][C:2]1[CH:3]=[C:4]([C:12]([O:14][CH3:15])=[O:13])[CH:5]=[C:6]([CH:11]=1)[C:7]([O:9][CH3:10])=[O:8].C(=O)([O-])[O-].[K+].[K+].[F:22][C:23]([F:47])([F:46])[C:24]([F:45])([F:44])[C:25]([F:43])([F:42])[O:26][C:27]([F:41])([C:32]([F:40])([F:39])[O:33][C:34]([F:38])=[C:35]([F:37])[F:36])[C:28]([F:31])([F:30])[F:29]>C1COCC1>[F:37][C:35]([F:36])([O:1][C:2]1[CH:11]=[C:6]([C:7]([O:9][CH3:10])=[O:8])[CH:5]=[C:4]([CH:3]=1)[C:12]([O:14][CH3:15])=[O:13])[CH:34]([F:38])[O:33][C:32]([F:39])([F:40])[C:27]([F:41])([O:26][C:25]([F:42])([F:43])[C:24]([F:44])([F:45])[C:23]([F:22])([F:46])[F:47])[C:28]([F:31])([F:30])[F:29] |f:1.2.3|. Reported procedure: Anhydrous THF (12 liters) and dimethyl 5-hydroxy-isophthalate (2100 g) were combined under nitrogen in an oil jacketed 22 liter RB flask equipped with a condenser, mechanical stirrer, pressure equalizing addition funnel. To this stirred solution was added anhydrous potassium carbonate (345 g), followed by 1,1,1,2,2,3,3-heptafluoro-3-(1,1,1,2,3,3-hexafluoro-3-(1,2,2-trifluorovinyloxy)propan-2-yloxy)propane (4750 g). Ca. 2 liters of additional THF was used to wash all the reagents into the reactio... Starting materials: C(C)(C)(C)OC(=O)N1CCC=2C(=C3C(=NC2C1)SC(=C3N)C(N)=O)C=3SC=CC3 (3-amino-2-carbamoyl-4-thiophen-2-yl-5,8-dihydro-6H-1-thia-7,9-diaza-cyclopenta[b]naphthalene-7-carboxylic acid tert-butyl ester), C(C)(=O)Cl (acetyl chloride), N (ammonia). Solvent: CO (methanol), CO (methanol). Run at time 8 hour. Yields the product NC1=C(SC2=NC=3CNCCC3C(=C21)C=2SC=CC2)C(=O)N (3-Amino-4-thiophen-2-yl-5,6,7,8-tetrahydro-1-thia-7,9-diaza-cyclopenta[b]naphthalene-2-carboxylic acid amide). RXN SMILES: C(OC([N:8]1[CH2:17][C:16]2[N:15]=[C:14]3[S:18][C:19]([C:22](=[O:24])[NH2:23])=[C:20]([NH2:21])[C:13]3=[C:12]([C:25]3[S:26][CH:27]=[CH:28][CH:29]=3)[C:11]=2[CH2:10][CH2:9]1)=O)(C)(C)C.C(Cl)(=O)C.N>CO>[NH2:21][C:20]1[C:13]2[C:14](=[N:15][C:16]3[CH2:17][NH:8][CH2:9][CH2:10][C:11]=3[C:12]=2[C:25]2[S:26][CH:27]=[CH:28][CH:29]=2)[S:18][C:19]=1[C:22]([NH2:23])=[O:24]. Reported procedure: To a suspension of 3-amino-2-carbamoyl-4-thiophen-2-yl-5,8-dihydro-6H-1-thia-7,9-diaza-cyclopenta[b]naphthalene-7-carboxylic acid tert-butyl ester (100 mg) in 10 ml of anhydrous methanol under argon 0.5 ml of acetyl chloride was added dropwise, and the resulting mixture was stirred overnight at room temperature. The reaction mixture was neutralized with 7N ammonia in methanol and evaporated to dryness under vacuum. The residue was purified by silica gel column (chloroform/methanol, 30:1) to give... Starting materials: OCCC1CCC2=C(CC1)C(C(=C(C2=O)OC)OC)=O (7-(2-hydroxyethyl)-2,3-dimethoxy-4,5,6,7,8,9-hexahydro-1H-benzo[a]cycloheptene-1,4-dione), COC=1C=C(C=C(C1)OC)O (3,5-dimethoxyphenol), C1(=CC=CC=C1)P(C1=CC=CC=C1)C1=CC=CC=C1 (triphenylphosphine), N(=NC(=O)OCC)C(=O)OCC (diethyl azodicarboxylate). Yields the product COC1=C(C(C2=C(CCC(CC2)CCOC2=CC(=CC(=C2)OC)OC)C1=O)=O)OC (2,3-Dimethoxy-7-[2-(3,5-dimethoxyphenoxy)ethyl]-4,5,6,7,8,9-hexahydro-1H-benzo[a]cycloheptene-1,4-dione). Isolated yield 70.6%. RXN SMILES: [OH:1][CH2:2][CH2:3][CH:4]1[CH2:10][CH2:9][C:8]2[C:11](=[O:20])[C:12]([O:18][CH3:19])=[C:13]([O:16][CH3:17])[C:14](=[O:15])[C:7]=2[CH2:6][CH2:5]1.[CH3:21][O:22][C:23]1[CH:24]=[C:25](O)[CH:26]=[C:27]([O:29][CH3:30])[CH:28]=1.C1(P(C2C=CC=CC=2)C2C=CC=CC=2)C=CC=CC=1.N(C(OCC)=O)=NC(OCC)=O>C1COCC1>[CH3:17][O:16][C:13]1[C:14](=[O:15])[C:7]2[CH2:6][CH2:5][CH:4]([CH2:3][CH2:2][O:1][C:25]3[CH:24]=[C:23]([O:22][CH3:21])[CH:28]=[C:27]([O:29][CH3:30])[CH:26]=3)[CH2:10][CH2:9][C:8]=2[C:11](=[O:20])[C:12]=1[O:18][CH3:19]. The solvent is C1CCOC1 (THF), C1CCOC1 (THF). Reported procedure: To a solution of 7-(2-hydroxyethyl)-2,3-dimethoxy-4,5,6,7,8,9-hexahydro-1H-benzo[a]cycloheptene-1,4-dione (103 mg), 3,5-dimethoxyphenol (168 mg) and triphenylphosphine (125 mg) in THF (2 ml) was added a solution of diethyl azodicarboxylate (81 mg) in THF (1 ml) at room temperature. The reaction mixture was stirred at room temperature for 2 hr and then concentrated in vacuo. The residue was purified by alumina column chromatography(ethyl acetate:hexane=1:4) and then with recrystallization from et... Reaction conditions: time 2 hour. Yields the product NC1CCC(OCC(F)c2ccccc2)CC1. As a reaction SMILES: [CH2:32]1[O:33][CH2:34][CH2:35][CH2:36]1.[CH3:37][CH2:38][OH:39].[ClH:31].[F:1][CH:2]([CH2:3][O:4][CH:5]1[CH2:6][CH2:7][CH:8]([N:11]2[C:12](=[O:13])[c:14]3[c:15]([cH:16][cH:17][cH:18][cH:19]3)[C:20]2=[O:21])[CH2:9][CH2:10]1)[c:22]1[cH:23][cH:24][cH:25][cH:26][cH:27]1.[NH2:29][NH2:30].[OH2:28]>>[F:1][CH:2]([CH2:3][O:4][CH:5]1[CH2:6][CH2:7][CH:8]([NH2:11])[CH2:9][CH2:10]1)[c:22]1[cH:23][cH:24][cH:25][cH:26][cH:27]1. The reactants are C1CCOC1, CCO, Cl, O=C1c2ccccc2C(=O)N1C1CCC(OCC(F)c2ccccc2)CC1, NN, O. Starting materials: FC1=CC=C(C=C1)C(CN1CCN(CC1)CCCCC1=NOC2=C1C=CC(=C2)F)N2CCN(CC2)C (1-[2-(4-Fluorophenyl)-2-(4-methylpiperazino)ethyl]-4-[4-(6-fluoro-1,2-benzisoxazol-3-yl)butyl]piperazine), C(\C=C/C(=O)O)(=O)O (maleic acid). Solvent: C(C)O (ethanol), C(C)O (ethanol). Run at time 2 hour. The product is C(\C=C/C(=O)O)(=O)O.C(\C=C/C(=O)O)(=O)O.C(\C=C/C(=O)O)(=O)O.FC1=CC=C(C=C1)C(CN1CCN(CC1)CCCCC1=NOC2=C1C=CC(=C2)F)N2CCN(CC2)C (1-[2-(4-fluorophenyl)-2-(4-methylpiperazino)ethyl]-4-[4-(6-fluoro-1,2-benzisoxazol-3-yl)butyl]piperazine trimaleate). Isolated yield 84.0%. RXN SMILES: [F:1][C:2]1[CH:7]=[CH:6][C:5]([CH:8]([N:30]2[CH2:35][CH2:34][N:33]([CH3:36])[CH2:32][CH2:31]2)[CH2:9][N:10]2[CH2:15][CH2:14][N:13]([CH2:16][CH2:17][CH2:18][CH2:19][C:20]3[C:24]4[CH:25]=[CH:26][C:27]([F:29])=[CH:28][C:23]=4[O:22][N:21]=3)[CH2:12][CH2:11]2)=[CH:4][CH:3]=1.[C:37]([OH:44])(=[O:43])/[CH:38]=[CH:39]\[C:40]([OH:42])=[O:41]>C(O)C>[C:37]([OH:44])(=[O:43])/[CH:38]=[CH:39]\[C:40]([OH:42])=[O:41].[C:37]([OH:44])(=[O:43])/[CH:38]=[CH:39]\[C:40]([OH:42])=[O:41].[C:37]([OH:44])(=[O:43])/[CH:38]=[CH:39]\[C:40]([OH:42])=[O:41].[F:1][C:2]1[CH:7]=[CH:6][C:5]([CH:8]([N:30]2[CH2:35][CH2:34][N:33]([CH3:36])[CH2:32][CH2:31]2)[CH2:9][N:10]2[CH2:11][CH2:12][N:13]([CH2:16][CH2:17][CH2:18][CH2:19][C:20]3[C:24]4[CH:25]=[CH:26][C:27]([F:29])=[CH:28][C:23]=4[O:22][N:21]=3)[CH2:14][CH2:15]2)=[CH:4][CH:3]=1 |f:3.4.5.6|. Procedure: 0.21 g of 1-[2-(4-Fluorophenyl)-2-(4-methylpiperazino)ethyl]-4-[4-(6-fluoro-1,2-benzisoxazol-3-yl)butyl]piperazine was dissolved in 2.0 ml of ethanol, and 2.0 ml of an ethanol solution of 0.16 g of maleic acid was added, followed by allowing to stand for 2 hours. The precipitated crystals were collected by filtration and washed with ethanol to give 0.30 g of 1-[2-(4-fluorophenyl)-2-(4-methylpiperazino)ethyl]-4-[4-(6-fluoro-1,2-benzisoxazol-3-yl)butyl]piperazine trimaleate as crystals. Reactants: CC(=O)O, COc1ccc(C)cc1C1(N2CC(O)CC2C(=O)N(C)C)C(=O)N(S(=O)(=O)c2ccc([N+](=O)[O-])cc2OC)c2ccc(Cl)cc21, [Fe], O. Reaction SMILES: [CH3:47][C:48](=[O:49])[OH:50].[Cl:1][c:2]1[cH:3][c:4]2[c:8]([cH:9][cH:10]1)[N:7]([S:11](=[O:12])(=[O:13])[c:14]1[c:15]([O:23][CH3:24])[cH:16][c:17]([N+:20]([O-:21])=[O:22])[cH:18][cH:19]1)[C:6](=[O:25])[C:5]2([c:26]1[c:27]([O:33][CH3:34])[cH:28][cH:29][c:30]([CH3:32])[cH:31]1)[N:35]1[CH:36]([C:37](=[O:38])[N:39]([CH3:40])[CH3:41])[CH2:42][CH:43]([OH:45])[CH2:44]1.[Fe:51].[OH2:46]>>[Cl:1][c:2]1[cH:3][c:4]2[c:8]([cH:9][cH:10]1)[N:7]([S:11](=[O:12])(=[O:13])[c:14]1[c:15]([O:23][CH3:24])[cH:16][c:17]([NH2:20])[cH:18][cH:19]1)[C:6](=[O:25])[C:5]2([c:26]1[c:27]([O:33][CH3:34])[cH:28][cH:29][c:30]([CH3:32])[cH:31]1)[N:35]1[CH:36]([C:37](=[O:38])[N:39]([CH3:40])[CH3:41])[CH2:42][CH:43]([OH:45])[CH2:44]1. The product is COc1ccc(C)cc1C1(N2CC(O)CC2C(=O)N(C)C)C(=O)N(S(=O)(=O)c2ccc(N)cc2OC)c2ccc(Cl)cc21.